This data is from the Open Reaction Database (ORD), a public repository of structured organic reaction records. The task is: describe an organic reaction: reactants, conditions, products, and yield Reactants: C1CCOC1, CON(C)C(=O)c1ccc(Cl)cc1, [Li]CCCC, Cc1ccc(Cl)cc1Cl. The product is Cc1ccc(Cl)c(C(=O)c2ccc(Cl)cc2)c1Cl. Reaction SMILES: [CH2:28]1[O:29][CH2:30][CH2:31][CH2:32]1.[CH3:15][O:16][N:17]([C:18]([c:19]1[cH:20][cH:21][c:22]([Cl:25])[cH:23][cH:24]1)=[O:26])[CH3:27].[CH3:1][CH2:2][CH2:3][CH2:4][Li:5].[Cl:6][c:7]1[c:8]([CH3:14])[cH:9][cH:10][c:11]([Cl:13])[cH:12]1>>[Cl:6][c:7]1[c:8]([CH3:14])[cH:9][cH:10][c:11]([Cl:13])[c:12]1[C:18]([c:19]1[cH:20][cH:21][c:22]([Cl:25])[cH:23][cH:24]1)=[O:26]. The reactants are [Cl-].[NH4+] (ammonium chloride), C(C1=CC=CC=C1)OCC(C(=O)OCC)(C(=O)OCC)C1CCC1 (diethyl 2-benzyloxymethyl-2-cyclobutylmalonate), [H-].[Al+3].[Li+].[H-].[H-].[H-] (lithium aluminium hydride). Solvent: CCOCC (ether), CCOCC (ether). Run at time 8 hour. The product is C(C1=CC=CC=C1)OCC(CO)(CO)C1CCC1 (2-benzyloxymethyl-2-cyclobutylpropane-1,3-diol). Yield: 103.0%. RXN SMILES: [CH2:1]([O:8][CH2:9][C:10]([CH:21]1[CH2:24][CH2:23][CH2:22]1)([C:16](OCC)=[O:17])[C:11](OCC)=[O:12])[C:2]1[CH:7]=[CH:6][CH:5]=[CH:4][CH:3]=1.[H-].[Al+3].[Li+].[H-].[H-].[H-].[Cl-].[NH4+]>CCOCC>[CH2:1]([O:8][CH2:9][C:10]([CH:21]1[CH2:24][CH2:23][CH2:22]1)([CH2:11][OH:12])[CH2:16][OH:17])[C:2]1[CH:7]=[CH:6][CH:5]=[CH:4][CH:3]=1 |f:1.2.3.4.5.6,7.8|. Procedure: A solution of diethyl 2-benzyloxymethyl-2-cyclobutylmalonate (65 g, 0.19 mol) in dry ether (50 ml) was added dropwise to a stirred suspension of lithium aluminium hydride (11.5 g, 0.3 mol) in dry ether (200 ml) at 0° C. under a nitrogen atmosphere. After the addition, the solution was heated to gentle reflux for 1 hour, allowed to cool and an excess of saturated aqueous ammonium chloride was added. Stirring was continued overnight and the resulting mixture was filtered and the solids washed with...